From a dataset of the Open Reaction Database (ORD), a public repository of structured organic reaction records. describe an organic reaction: reactants, conditions, products, and yield Reactants: C[Si](C)(C)C(C)O (trimethylsilyl ethanol), solution, CC(C)([O-])C.[K+] (potassium tert-butoxide), C1(=CC=CC=C1)NC(=O)OCC (phenyl urethane). Solvent: C1CCOC1 (THF), C1CCOC1 (THF), C1CCOC1 (THF). Run at time 40 minute. Product: [SiH3]CCONC(=O)OCC (silylethoxy urethane). The yield is 48.0%. As a reaction SMILES: C[Si:2](C(O)C)(C)C.[CH3:8][C:9](C)([O-:11])C.[K+].C1([NH:20][C:21]([O:23][CH2:24][CH3:25])=[O:22])C=CC=CC=1>C1COCC1>[SiH3:2][CH2:8][CH2:9][O:11][NH:20][C:21]([O:23][CH2:24][CH3:25])=[O:22] |f:1.2|. Reported procedure: To a stirred solution of trimethylsilyl ethanol (1.2 mmol, 0.14 g) in THF (3.8 mL) under argon at room temperature is added 1M solution of potassium tert-butoxide in THF (1.2 mL, 1.19 mmol) The reaction mixture is stirred for 40 minutes and then added dropwise over 5-10 minutes to a stirred solution of the above phenyl urethane (0.45 g, 1.1 mmol) in THF (3.8 ml) at 5° C. The reaction mixture is stirred at this temperature for 20 minutes and then warmed to room temperature for 16 hours. After ref...